This data is from the Open Reaction Database (ORD), a public repository of structured organic reaction records. The task is: describe an organic reaction: reactants, conditions, products, and yield The reactants are C(C)(=O)NC(=O)C(=O)NC(C)=O (N,N'-diacetyloxamide), C1(=CC=CC=C1)O (phenol), C[O-].[Na+] (sodium methoxide), C(C)(=O)NC(=O)C(=O)NC(C)=O (N,N'-diacetyloxamide). Solvent: C(C)OCC (ethyl ether). Yields the product C1(=CC=CC=C1)OC(C(=O)OC1=CC=CC=C1)=O (oxalic acid diphenyl ester). Isolated yield 502.7%. As a reaction SMILES: C(N[C:5]([C:7](NC(=O)C)=[O:8])=[O:6])(=O)C.[C:13]1([OH:19])[CH:18]=[CH:17][CH:16]=[CH:15][CH:14]=1.[CH3:20][O-:21].[Na+]>C(OCC)C>[C:20]1([O:21][C:5](=[O:6])[C:7]([O:19][C:13]2[CH:18]=[CH:17][CH:16]=[CH:15][CH:14]=2)=[O:8])[CH:17]=[CH:18][CH:13]=[CH:14][CH:15]=1 |f:2.3|. Procedure details: N,N'-diacetyloxamide (10 g, 0.058 mol), phenol (27.91 g, 0.297 mol) and sodium methoxide (0.2 g, 3.7 mmol) are charged into a three-necked flask equipped with a reflux condenser, a thermometer, an inlet tube for nitrogen, and a magnetic stirrer. The temperature is brought to 130° C., and after two hours the complete disappearance of the N,N'-diacetyloxamide is observed. The reaction mixture is then cooled and ethyl ether (30 ml) is added thereto. The compound of the title is separated from the r... Run at time 8 hour. Run in CCOCC (ether), O (water). Reactants: [C-]#N.[Na+] (NaCN), C(C1=CC=CC=C1)OCC=O (benzyloxy-acetaldehyde), CN (methylamine), solution. The product is C(C1=CC=CC=C1)OCC(C#N)NC (3-benzyloxy-2-methylamino-propionitrile). Reaction SMILES: [CH2:1]([O:8][CH2:9][CH:10]=O)[C:2]1[CH:7]=[CH:6][CH:5]=[CH:4][CH:3]=1.[CH3:12][NH2:13].[C-:14]#[N:15].[Na+]>CCOCC.O>[CH2:1]([O:8][CH2:9][CH:10]([NH:15][CH3:14])[C:12]#[N:13])[C:2]1[CH:7]=[CH:6][CH:5]=[CH:4][CH:3]=1 |f:2.3|. Reported procedure: A solution of known benzyloxy-acetaldehyde (10 g) in 25 mL ether, was added to an aqueous solution of methylamine (5.16 g of a 40% solution in water) at 0° C. followed by addition of NaCN (6.4 g dissolved in 10 mL water). The reaction mixture was stirred overnight at room temperature. The reaction was monitored by TLC and after completion, the ether layer was separated. The aqueous layer was extracted with 2×30 mL ethyl acetate and the combined organic layers were then dried over sodium sulfate,... Starting materials: CC(=O)c1ccc(N=C(C)c2ccccc2)cc1, CCO. The product is CC(=O)c1ccc(NC(C)c2ccccc2)cc1. RXN SMILES: [C:1]([CH3:2])(=[O:3])[c:4]1[cH:5][cH:6][c:7]([N:8]=[C:9]([c:10]2[cH:11][cH:12][cH:13][cH:14][cH:15]2)[CH3:16])[cH:17][cH:18]1.[CH3:19][CH2:20][OH:21]>>[C:1]([CH3:2])(=[O:3])[c:4]1[cH:5][cH:6][c:7]([NH:8][CH:9]([c:10]2[cH:11][cH:12][cH:13][cH:14][cH:15]2)[CH3:16])[cH:17][cH:18]1. Yields the product ClC=1C=C(C(=NO)C2=C(C3=C(OC(C3)C(=O)O)C(=C2)Cl)Cl)C=CC1 (5-(3-chloro-α-hydroxyiminobenzyl)4,7-dichloro-2,3-dihydrobenzo[b]furan-2-carboxylic acid). The yield is 100.3%. Procedure: A mixture of 5-(3-chlorobenzoyl)-4,7-dichloro-2,3-dihydrobenzo[b]furan-2-carboxylic acid (11.5 g), hydroxylamine hydrochloride (21.5 g) and pyridine (110 ml) was refluxed for 14 hours. After distilling off the solvent, water was added to the mixture which then was rendered acidic with HCl and subjected to extraction with ether. The ether layer was washed with water an.d dried. By distilling off the solvent, 12 g of 5-(3-chloro-α-hydroxyiminobenzyl)4,7-dichloro-2,3-dihydrobenzo[b]furan-2-carboxyl... The reactants are ClC=1C=C(C(=O)C2=C(C3=C(OC(C3)C(=O)O)C(=C2)Cl)Cl)C=CC1 (5-(3-chlorobenzoyl)-4,7-dichloro-2,3-dihydrobenzo[b]furan-2-carboxylic acid), Cl.NO (hydroxylamine hydrochloride). As a reaction SMILES: [Cl:1][C:2]1[CH:3]=[C:4]([CH:21]=[CH:22][CH:23]=1)[C:5]([C:7]1[CH:18]=[C:17]([Cl:19])[C:10]2[O:11][CH:12]([C:14]([OH:16])=[O:15])[CH2:13][C:9]=2[C:8]=1[Cl:20])=O.Cl.[NH2:25][OH:26]>N1C=CC=CC=1>[Cl:1][C:2]1[CH:3]=[C:4]([CH:21]=[CH:22][CH:23]=1)[C:5]([C:7]1[CH:18]=[C:17]([Cl:19])[C:10]2[O:11][CH:12]([C:14]([OH:16])=[O:15])[CH2:13][C:9]=2[C:8]=1[Cl:20])=[N:25][OH:26] |f:1.2|. The solvent is N1=CC=CC=C1 (pyridine). Reactants: BrC=1SC(=NN1)C1=CC(=C(C=C1)OC(C)C)C(F)(F)F (2-bromo-5-[4-[(1-methylethyl)oxy]-3-(trifluoromethyl)phenyl]-1,3,4-thiadiazole), C(C)C1=C(C=CC=C1\C=C\OC)B1OC(C(O1)(C)C)(C)C (2-{2-ethyl-3-[(E)-2-(methyloxy)ethenyl]phenyl}-4,4,5,5-tetramethyl-1,3,2-dioxaborolane), P(=O)([O-])([O-])[O-].[K+].[K+].[K+] (tripotassium phosphate). Reagents/catalysts: C=1C=CC(=CC1)[P](C=2C=CC=CC2)(C=3C=CC=CC3)[Pd]([P](C=4C=CC=CC4)(C=5C=CC=CC5)C=6C=CC=CC6)([P](C=7C=CC=CC7)(C=8C=CC=CC8)C=9C=CC=CC9)[P](C=1C=CC=CC1)(C=1C=CC=CC1)C=1C=CC=CC1 (Pd(Ph3P)4). The solvent is CN(C=O)C (N,N-dimethylformamide), O (water), O (water). Run at temperature 120 celsius. Yields the product C(C)C1=C(C=CC=C1\C=C\OC)C=1SC(=NN1)C1=CC(=C(C=C1)OC(C)C)C(F)(F)F (2-{2-ethyl-3-[(E)-2-(methyloxy)ethenyl]phenyl}-5-[4-[(1-methylethyl)oxy]-3-(trifluoromethyl)phenyl]-1,3,4-thiadiazole). Isolated yield 64.0%. RXN SMILES: Br[C:2]1[S:3][C:4]([C:7]2[CH:12]=[CH:11][C:10]([O:13][CH:14]([CH3:16])[CH3:15])=[C:9]([C:17]([F:20])([F:19])[F:18])[CH:8]=2)=[N:5][N:6]=1.[CH2:21]([C:23]1[C:28](/[CH:29]=[CH:30]/[O:31][CH3:32])=[CH:27][CH:26]=[CH:25][C:24]=1B1OC(C)(C)C(C)(C)O1)[CH3:22].P([O-])([O-])([O-])=O.[K+].[K+].[K+]>CN(C)C=O.O.C1C=CC([P]([Pd]([P](C2C=CC=CC=2)(C2C=CC=CC=2)C2C=CC=CC=2)([P](C2C=CC=CC=2)(C2C=CC=CC=2)C2C=CC=CC=2)[P](C2C=CC=CC=2)(C2C=CC=CC=2)C2C=CC=CC=2)(C2C=CC=CC=2)C2C=CC=CC=2)=CC=1>[CH2:21]([C:23]1[C:28](/[CH:29]=[CH:30]/[O:31][CH3:32])=[CH:27][CH:26]=[CH:25][C:24]=1[C:2]1[S:3][C:4]([C:7]2[CH:12]=[CH:11][C:10]([O:13][CH:14]([CH3:16])[CH3:15])=[C:9]([C:17]([F:20])([F:19])[F:18])[CH:8]=2)=[N:5][N:6]=1)[CH3:22] |f:2.3.4.5,^1:59,61,80,99|. Procedure details: To a suspension of 2-bromo-5-[4-[(1-methylethyl)oxy]-3-(trifluoromethyl)phenyl]-1,3,4-thiadiazole (D4) (55 mg), 2-{2-ethyl-3-[(E)-2-(methyloxy)ethenyl]phenyl}-4,4,5,5-tetramethyl-1,3,2-dioxaborolane (64.8 mg) and tripotassium phosphate (79 mg) in N,N-dimethylformamide (DMF) (4 mL) and water (1 mL) under nitrogen was added Pd(Ph3P)4 (17.31 mg). The reaction vessel was sealed and heated under microwave at 120° C. for 10 min. After cooling the reaction, water was added. The reaction mixture was ext...